From a dataset of the Open Reaction Database (ORD), a public repository of structured organic reaction records. describe an organic reaction: reactants, conditions, products, and yield Starting materials: CN1CC[C@]23C4=C5C=CC(=C4O[C@H]2C(=CC=C3[C@H]1C5)OC)OC (Thebaine), Br (hydrogen bromide). Conditions: temperature 10 celsius, time 9 minute. Yields the product CN1CC[C@]23C4=C5C=CC(=C4O[C@H]2[C@H](C=C[C@H]3[C@H]1C5)O)OC (Codeine). The solvent is C(C)(=O)O (acetic acid), C(C)(=O)O (acetic acid). Procedure: Thebaine (2.0 g) was dissolved in warm glacial acetic acid (10 ml) then chilled in an ice/water bath. A 45% w/v solution of anhydrous hydrogen bromide in glacial acetic acid (6 ml, 2.7 g HBr) was added dropwise with stirring over 9 minutes. Stirring was continued for 20 minutes during which time a fine precipitate separated. Methanol (75 ml) was added to a solution of sodium hydroxide (12.72 g) in water (75 ml). This solution was chilled (10° C.) and sodium borohydride (247 mg) added. The above ... As a reaction SMILES: [CH3:1][N:2]1[C@@H:18]2[CH2:19][C:7]3[CH:8]=[CH:9][C:10]([O:22][CH3:23])=[C:11]4[O:12][C@H:13]5[C:14]([O:20]C)=[CH:15][CH:16]=[C:17]2[C@:5]5([C:6]=34)[CH2:4][CH2:3]1.Br>C(O)(=O)C>[CH3:1][N:2]1[C@@H:18]2[CH2:19][C:7]3[CH:8]=[CH:9][C:10]([O:22][CH3:23])=[C:11]4[O:12][C@H:13]5[C@@H:14]([OH:20])[CH:15]=[CH:16][C@@H:17]2[C@:5]5([C:6]=34)[CH2:4][CH2:3]1. The reactants are Cc1ccccc1, COC(=O)C1CC(=O)CC(C(=O)OC)C1, OCCO, Cc1ccc(S(=O)(=O)O)cc1. Yields the product COC(=O)C1CC(C(=O)OC)CC2(C1)OCCO2. RXN SMILES: [CH3:31][c:32]1[cH:33][cH:34][cH:35][cH:36][cH:37]1.[O:1]=[C:2]1[CH2:3][CH:4]([C:12](=[O:13])[O:14][CH3:15])[CH2:5][CH:6]([C:8](=[O:9])[O:10][CH3:11])[CH2:7]1.[OH:16][CH2:17][CH2:18][OH:19].[c:20]1([CH3:21])[cH:22][cH:23][c:24]([S:25]([OH:26])(=[O:27])=[O:28])[cH:29][cH:30]1>>[O:1]1[C:2]2([CH2:3][CH:4]([C:12](=[O:13])[O:14][CH3:15])[CH2:5][CH:6]([C:8](=[O:9])[O:10][CH3:11])[CH2:7]2)[O:16][CH2:17][CH2:18]1. The reactants are CC#N, [Cl-], [Cl-], [Mg+2], NC(=O)C1=CN(C2OC(COP(=O)(O)OP(=O)(O)OCC3OC(n4cnc5c(N)ncnc54)C(OP(=O)(O)O)C3O)C(O)C2O)C=CC1, N=C(N)NC(=O)c1cn(-c2ccnc3ccccc23)c2ncccc12. The product is N=C(N)NC(=O)c1cn(-c2cc(O)nc3ccccc23)c2ncccc12. As a reaction SMILES: [CH3:77][C:78]#[N:79].[Cl-:26].[Cl-:28].[Mg+2:27].[NH2:29][C:30](=[O:31])[C:32]1=[CH:76][N:36]([CH:37]2[CH:38]([OH:39])[CH:40]([OH:41])[CH:42]([CH2:43][O:44][P:45]([O:46][P:47]([O:48][CH2:49][CH:50]3[CH:51]([OH:52])[CH:53]([O:54][P:55](=[O:56])([OH:57])[OH:58])[CH:59]([n:60]4[c:61]5[c:62]([c:63]([NH2:67])[n:64][cH:65][n:66]5)[n:68][cH:69]4)[O:70]3)(=[O:71])[OH:72])(=[O:73])[OH:74])[O:75]2)[CH:35]=[CH:34][CH2:33]1.[n:1]1[cH:2][cH:3][c:4](-[n:11]2[cH:12][c:13]([C:20](=[O:21])[NH:22][C:23](=[NH:24])[NH2:25])[c:14]3[c:15]2[n:16][cH:17][cH:18][cH:19]3)[c:5]2[cH:6][cH:7][cH:8][cH:9][c:10]12>>[n:1]1[c:2]([OH:31])[cH:3][c:4](-[n:11]2[cH:12][c:13]([C:20](=[O:21])[NH:22][C:23](=[NH:24])[NH2:25])[c:14]3[c:15]2[n:16][cH:17][cH:18][cH:19]3)[c:5]2[cH:6][cH:7][cH:8][cH:9][c:10]12. Starting materials: C1(=CC=CC=C1)C1CC(NC(C1=NO)C1=CC=CC=C1)=O (4,6-diphenyl-5-oximino-2-oxopiperidine). Reagents/catalysts: [Ni] (Raney nickel). Reaction conditions: time 8 hour. Yields the product NC1C(CC(NC1C1=CC=CC=C1)=O)C1=CC=CC=C1 (5-amino-4,6-diphenyl-2-oxopiperidine). Isolated yield 75.1%. As a reaction SMILES: [C:1]1([CH:7]2[C:12](=[N:13]O)[CH:11]([C:15]3[CH:20]=[CH:19][CH:18]=[CH:17][CH:16]=3)[NH:10][C:9](=[O:21])[CH2:8]2)[CH:6]=[CH:5][CH:4]=[CH:3][CH:2]=1>[Ni]>[NH2:13][CH:12]1[CH:11]([C:15]2[CH:20]=[CH:19][CH:18]=[CH:17][CH:16]=2)[NH:10][C:9](=[O:21])[CH2:8][CH:7]1[C:1]1[CH:6]=[CH:5][CH:4]=[CH:3][CH:2]=1. Procedure: To a solution of 4,6-diphenyl-5-oximino-2-oxopiperidine (700 mg, 2.5 mmol) was added ca. 2 g of wet Raney nickel which had been washed with water (until washings had a neutral pH) followed by ethanol, and the mixture was placed under an atmosphere of hydrogen (40 psi, Parr apparatus) overnight. The mixture was filtered through a pad of diatomaceous earth (Celite (trademark)), and the filter cake was rinsed well with ethanol. The filtrate was concentrated to afford 500 mg of 5-amino-4,6-diphenyl-... The reactants are C=CCn1c(=O)cnc2ccc(OC)cc21, CCC(C)O, [O-][I+3]([O-])([O-])[O-], [Na+], O. The product is COc1ccc2ncc(=O)n(CC=O)c2c1. RXN SMILES: [CH3:1][O:2][c:3]1[cH:4][cH:5][c:6]2[n:7][cH:8][c:9](=[O:16])[n:10]([CH2:13][CH:14]=[CH2:15])[c:11]2[cH:12]1.[CH3:23][CH:24]([OH:25])[CH2:26][CH3:27].[I+3:17]([O-:18])([O-:19])([O-:20])[O-:21].[Na+:22].[OH2:28]>>[CH3:1][O:2][c:3]1[cH:4][cH:5][c:6]2[n:7][cH:8][c:9](=[O:16])[n:10]([CH2:13][CH:14]=[O:18])[c:11]2[cH:12]1.